This data is from the Open Reaction Database (ORD), a public repository of structured organic reaction records. The task is: describe an organic reaction: reactants, conditions, products, and yield Starting materials: C(C)O[SiH](OCC)OCC (triethoxysilane), C(C)O[SiH](OCC)OCC (Triethoxisilane), C(C)O[SiH](OCC)OCC (Triethoxisilane), C(C)O[SiH](OCC)OCC (triethoxysilane), C=1(C)C(C)=CC(C)=C(C)C1 (durene). Product: C1(=CC=CC=C1)C(CCC)C1=CC=CC=C1 (1,1-diphenylbutane). As a reaction SMILES: C(O[SiH](O[CH2:9][CH3:10])OCC)C.[C:11]1([C:13](=[CH:15][C:16](=[C:18]([CH:20]=1)C)C)C)[CH3:12]>>[C:11]1([CH:12]([C:10]2[CH:9]=[CH:18][CH:20]=[CH:11][CH:12]=2)[CH2:13][CH2:15][CH3:16])[CH:20]=[CH:18][CH:16]=[CH:15][CH:13]=1. Procedure details: Triethoxisilane (compound 2, 0.6 mmol) instead of pentamethyldisiloxane was used for the same reaction to Example 14A. 1H-NMR analysis with durene as an internal standard material without isolation of products showed that (4,4-diphenylbuthyl) triethoxysilane (compound 3) was produced with the yield of 85%, and 1,1-diphenylbutane (compound 4) was produced with the yield of 6%. Starting materials: N[C@@H](C)C1=NN2C(C(N1C1=CC=CC=C1)=O)=C(C=C2)C ((S)-2-(1-Aminoethyl)-5-methyl-3-phenylpyrrolo[2,1-f][1,2,4]triazin-4(3H)-one), [F-].[Cs+] (cesium fluoride), NC1=NC=NC(=C1C(=O)OC1=CC(=CC(=C1)NS(=O)(=O)C)O)Cl (3-hydroxy-5-(methylsulfonamido)phenyl 4-amino-6-chloropyrimidine-5-carboxylate), CCN(C(C)C)C(C)C (DIEA). Solvent: C(C)(C)(C)O (tert-butanol). Run at temperature 70 celsius. The product is NC1=NC=NC(=C1C(=O)OC1=CC(=CC(=C1)NS(=O)(=O)C)O)N[C@@H](C)C1=NN2C(C(N1C1=CC=CC=C1)=O)=C(C=C2)C ((S)-3-Hydroxy-5-(methylsulfonamido)phenyl 4-amino-6-((1-(5-methyl-4-oxo-3-phenyl-3,4-dihydropyrrolo[2,1-f][1,2,4]triazin-2-yl)ethyl)amino)pyrimidine-5-carboxylate). The yield is 31.0%. Reaction SMILES: [NH2:1][C@H:2]([C:4]1[N:9]([C:10]2[CH:15]=[CH:14][CH:13]=[CH:12][CH:11]=2)[C:8](=[O:16])[C:7]2=[C:17]([CH3:20])[CH:18]=[CH:19][N:6]2[N:5]=1)[CH3:3].[NH2:21][C:22]1[C:27]([C:28]([O:30][C:31]2[CH:36]=[C:35]([NH:37][S:38]([CH3:41])(=[O:40])=[O:39])[CH:34]=[C:33]([OH:42])[CH:32]=2)=[O:29])=[C:26](Cl)[N:25]=[CH:24][N:23]=1.CCN(C(C)C)C(C)C.[F-].[Cs+]>C(O)(C)(C)C>[NH2:21][C:22]1[C:27]([C:28]([O:30][C:31]2[CH:36]=[C:35]([NH:37][S:38]([CH3:41])(=[O:40])=[O:39])[CH:34]=[C:33]([OH:42])[CH:32]=2)=[O:29])=[C:26]([NH:1][C@H:2]([C:4]2[N:9]([C:10]3[CH:15]=[CH:14][CH:13]=[CH:12][CH:11]=3)[C:8](=[O:16])[C:7]3=[C:17]([CH3:20])[CH:18]=[CH:19][N:6]3[N:5]=2)[CH3:3])[N:25]=[CH:24][N:23]=1 |f:3.4|. Reported procedure: (S)-2-(1-Aminoethyl)-5-methyl-3-phenylpyrrolo[2,1-f][1,2,4]triazin-4(3H)-one (81 mg, 0.27 mmol), 3-hydroxy-5-(methylsulfonamido)phenyl 4-amino-6-chloropyrimidine-5-carboxylate (104 mg, 0.29 mmol), DIEA (323 μl, 1.85 mmol) and cesium fluoride (121 mg, 0.80 mmol) were suspended in tert-butanol (8 ml) and the mixture was heated at 70° C. in a sealed tube for 24 h. The solvent was evaporated under reduced pressure and the reaction mixture was diluted with ethyl acetate and washed with saturated ammo... Reactants: C(CC#C)OCCCCCCN1C(O[C@@H](C1)C1=CC2=C(OC(OC2)(C)C)C=C1)=O ((5R)-3-[6-(But-3-ynyloxy)hexyl]-5-(2,2-dimethyl-4H-1,3-benzodioxin-6-yl)-1,3-oxazolidin-2-one), IC=1C=C(C=CC1)S(=O)(=O)N (3-iodobenzene sulphonamide), Cuprous iodide. Reagents/catalysts: Cl[Pd]([P](C1=CC=CC=C1)(C2=CC=CC=C2)C3=CC=CC=C3)([P](C4=CC=CC=C4)(C5=CC=CC=C5)C6=CC=CC=C6)Cl (dichlorobis(triphenylphosphine)palladium). The solvent is C(C)#N.C(C)N(CC)CC (acetonitrile triethylamine). Conditions: time 17 hour. Product: CC1(OCC2=C(O1)C=CC(=C2)[C@@H]2CN(C(O2)=O)CCCCCCOCCC#CC=2C=C(C=CC2)S(=O)(=O)N)C (3-[4-({6-[(5R)-5-(2,2-Dimethyl-4H-1,3-benzodioxin-6-yl)-2-oxo-1,3-oxazolidin-3-yl]hexyl}oxy)but-1-ynyl]benzenesulfonamide). Isolated yield 94.7%. As a reaction SMILES: [CH2:1]([O:5][CH2:6][CH2:7][CH2:8][CH2:9][CH2:10][CH2:11][N:12]1[CH2:16][C@@H:15]([C:17]2[CH:28]=[CH:27][C:20]3[O:21][C:22]([CH3:26])([CH3:25])[O:23][CH2:24][C:19]=3[CH:18]=2)[O:14][C:13]1=[O:29])[CH2:2][C:3]#[CH:4].I[C:31]1[CH:32]=[C:33]([S:37]([NH2:40])(=[O:39])=[O:38])[CH:34]=[CH:35][CH:36]=1>C(#N)C.C(N(CC)CC)C.Cl[Pd](Cl)([P](C1C=CC=CC=1)(C1C=CC=CC=1)C1C=CC=CC=1)[P](C1C=CC=CC=1)(C1C=CC=CC=1)C1C=CC=CC=1>[CH3:26][C:22]1([CH3:25])[O:21][C:20]2[CH:27]=[CH:28][C:17]([C@H:15]3[O:14][C:13](=[O:29])[N:12]([CH2:11][CH2:10][CH2:9][CH2:8][CH2:7][CH2:6][O:5][CH2:1][CH2:2][C:3]#[C:4][C:31]4[CH:32]=[C:33]([S:37]([NH2:40])(=[O:39])=[O:38])[CH:34]=[CH:35][CH:36]=4)[CH2:16]3)=[CH:18][C:19]=2[CH2:24][O:23]1 |f:2.3,^1:53,72|. Procedure: (5R)-3-[6-(But-3-ynyloxy)hexyl]-5-(2,2-dimethyl-4H-1,3-benzodioxin-6-yl)-1,3-oxazolidin-2-one (1.79 g) was stirred with 3-iodobenzene sulphonamide (1.4 g) in acetonitrile:triethylamine (1:1, 42 ml) under nitrogen for 10 min. Cuprous iodide (0.083 g) and dichlorobis(triphenylphosphine)palladium (0.192 g) were added and the mixture was stirred for 17 h under nitrogen at 21°. The mixture was evaporated to dryness and the residue was chromatographed on silica gel (250 g) in 30% ethyl acetate:petrole... Reactants: O=[N+]([O-])c1cc(CO)ccc1Oc1ccc(OCc2ccccc2)cc1, ClC(Cl)Cl, O=S(Cl)Cl. Yields the product O=[N+]([O-])c1cc(CCl)ccc1Oc1ccc(OCc2ccccc2)cc1. RXN SMILES: [CH2:1]([c:2]1[cH:3][cH:4][cH:5][cH:6][cH:7]1)[O:8][c:9]1[cH:10][cH:11][c:12]([O:13][c:14]2[c:15]([N+:22](=[O:23])[O-:24])[cH:16][c:17]([CH2:18][OH:19])[cH:20][cH:21]2)[cH:25][cH:26]1.[CH:31]([Cl:32])([Cl:33])[Cl:34].[S:27]([Cl:28])([Cl:29])=[O:30]>>[CH2:1]([c:2]1[cH:3][cH:4][cH:5][cH:6][cH:7]1)[O:8][c:9]1[cH:10][cH:11][c:12]([O:13][c:14]2[c:15]([N+:22](=[O:23])[O-:24])[cH:16][c:17]([CH2:18][Cl:29])[cH:20][cH:21]2)[cH:25][cH:26]1.